Task: describe an organic reaction: reactants, conditions, products, and yield. Dataset: the Open Reaction Database (ORD), a public repository of structured organic reaction records The reactants are BrC=1C=C2C(=CC=NC2=CC1)Cl (6-bromo-4-chloroquinoline), Cl.CO[C@H]1CNC[C@@H]1OC ((3S,4S)-3,4-dimethoxytetrahydro-1H pyrrole monohydrochloride). Reported procedure: 697 mg 6-bromo-4-chloroquinoline and 482 mg (3S,4S)-3,4-dimethoxytetrahydro-1H pyrrole monohydrochloride were reacted by the same method as in Production Example 82, to give 346 mg of the title compound as pale brown crystals. Yield: 35.7%. RXN SMILES: [Br:1][C:2]1[CH:3]=[C:4]2[C:9](=[CH:10][CH:11]=1)[N:8]=[CH:7][CH:6]=[C:5]2Cl.Cl.[CH3:14][O:15][C@@H:16]1[C@@H:20]([O:21][CH3:22])[CH2:19][NH:18][CH2:17]1>>[Br:1][C:2]1[CH:3]=[C:4]2[C:9](=[CH:10][CH:11]=1)[N:8]=[CH:7][CH:6]=[C:5]2[N:18]1[CH2:19][C@H:20]([O:21][CH3:22])[C@@H:16]([O:15][CH3:14])[CH2:17]1 |f:1.2|. Product: BrC=1C=C2C(=CC=NC2=CC1)N1C[C@@H]([C@H](C1)OC)OC (6-Bromo-4-[(3S,4S)-3,4-dimethoxytetrahydro-1H-1-pyrrolyl]quinoline). The reactants are CCOC(=O)C=Cc1ccc(NC2CCN(C(=O)c3ccc(Cl)cc3)C2)cc1, [Na+], C1COCCO1, [OH-], O. The product is O=C(O)C=Cc1ccc(NC2CCN(C(=O)c3ccc(Cl)cc3)C2)cc1. As a reaction SMILES: [Cl:1][c:2]1[cH:3][cH:4][c:5]([C:6](=[O:7])[N:8]2[CH2:9][CH:10]([NH:13][c:14]3[cH:15][cH:16][c:17]([CH:20]=[CH:21][C:22](=[O:23])[O:24][CH2:25][CH3:26])[cH:18][cH:19]3)[CH2:11][CH2:12]2)[cH:27][cH:28]1.[Na+:30].[O:31]1[CH2:32][CH2:33][O:34][CH2:35][CH2:36]1.[OH-:29].[OH2:37]>>[Cl:1][c:2]1[cH:3][cH:4][c:5]([C:6](=[O:7])[N:8]2[CH2:9][CH:10]([NH:13][c:14]3[cH:15][cH:16][c:17]([CH:20]=[CH:21][C:22](=[O:23])[OH:24])[cH:18][cH:19]3)[CH2:11][CH2:12]2)[cH:27][cH:28]1. The reactants are CN(C)C=O, ClCCN1CCOCC1, [H-], Nc1cccc(O)c1, [Na+]. Product: Nc1cccc(OCCN2CCOCC2)c1. As a reaction SMILES: [CH3:20][N:21]([CH3:22])[CH:23]=[O:24].[Cl:11][CH2:12][CH2:13][N:14]1[CH2:15][CH2:16][O:17][CH2:18][CH2:19]1.[H-:9].[NH2:1][c:2]1[cH:3][c:4]([OH:8])[cH:5][cH:6][cH:7]1.[Na+:10]>>[NH2:1][c:2]1[cH:3][c:4]([O:8][CH2:12][CH2:13][N:14]2[CH2:15][CH2:16][O:17][CH2:18][CH2:19]2)[cH:5][cH:6][cH:7]1. Reactants: BrCc1ccccc1, O=C([O-])[O-], CN(C)C=O, [K+], [K+], O=Cc1ccc([N+](=O)[O-])c(O)c1. The product is O=Cc1ccc([N+](=O)[O-])c(OCc2ccccc2)c1. As a reaction SMILES: [Br:13][CH2:14][c:15]1[cH:16][cH:17][cH:18][cH:19][cH:20]1.[C:21](=[O:22])([O-:23])[O-:24].[CH3:27][N:28]([CH3:29])[CH:30]=[O:31].[K+:25].[K+:26].[OH:1][c:2]1[cH:3][c:4]([CH:5]=[O:6])[cH:7][cH:8][c:9]1[N+:10](=[O:11])[O-:12]>>[O:1]([c:2]1[cH:3][c:4]([CH:5]=[O:6])[cH:7][cH:8][c:9]1[N+:10](=[O:11])[O-:12])[CH2:14][c:15]1[cH:16][cH:17][cH:18][cH:19][cH:20]1. Run in C1CCOC1 (THF). The product is NC1=C2C(C(=O)NC2=O)=C(C=C1C1=C(C=CC=C1)CO)Br (3-amino-4-(hydroxymethylphenyl)-6-bromophthalimide), NC1=C2C(C(=O)NC2=O)=C(C=C1C1=CC=C(C=C1)CO)C1=CC=C(C=C1)CO (3-amino-4,6-di(4-hydroxymethylphenyl)phthalimide). The reactants are NC1=C2C(C(=O)NC2=O)=C(C=C1I)Br (3-amino-4-iodo-6-bromophthalimide), OCC1=CC=C(C=C1)B(O)O (4-hydroxymethylphenylboronic acid). Reagents/catalysts: C=1C=CC(=CC1)[P](C=2C=CC=CC2)(C=3C=CC=CC3)[Pd]([P](C=4C=CC=CC4)(C=5C=CC=CC5)C=6C=CC=CC6)([P](C=7C=CC=CC7)(C=8C=CC=CC8)C=9C=CC=CC9)[P](C=1C=CC=CC1)(C=1C=CC=CC1)C=1C=CC=CC1 (tetrakis(triphenylphosphine)palladium), S1C(=CC=C1)C(=O)[O-].[Cu+] (copper(I)thiophene-2-carboxylate). Yield: 29.0%. Procedure details: In a similar manner to Step 2 of Example 2, 3-amino-4-iodo-6-bromophthalimide (100 mg, 0.273 mmol) was dissolved in THF (7 mL), and the solution was treated with 4-hydroxymethylphenylboronic acid (83 mg, 0.55 mmol), tetrakis(triphenylphosphine)palladium (25 mg, 0.022 mmol) and copper(I)thiophene-2-carboxylate (104 mg, 0.546 mmol), followed by purification by preparative thin-layer chromatography (chloroform/methanol=15/1) to obtain 3-amino-4-(hydroxymethylphenyl)-6-bromophthalimide (61 mg, yield... RXN SMILES: [NH2:1][C:2]1[C:12](I)=[CH:11][C:10]([Br:14])=[C:4]2[C:5]([NH:7][C:8](=[O:9])[C:3]=12)=[O:6].[OH:15][CH2:16][C:17]1[CH:22]=[CH:21][C:20](B(O)O)=[CH:19][CH:18]=1>C1COCC1.C1C=CC([P]([Pd]([P](C2C=CC=CC=2)(C2C=CC=CC=2)C2C=CC=CC=2)([P](C2C=CC=CC=2)(C2C=CC=CC=2)C2C=CC=CC=2)[P](C2C=CC=CC=2)(C2C=CC=CC=2)C2C=CC=CC=2)(C2C=CC=CC=2)C2C=CC=CC=2)=CC=1.S1C=CC=C1C([O-])=O.[Cu+]>[NH2:1][C:2]1[C:12]([C:18]2[CH:19]=[CH:20][CH:21]=[CH:22][C:17]=2[CH2:16][OH:15])=[CH:11][C:10]([Br:14])=[C:4]2[C:5]([NH:7][C:8](=[O:9])[C:3]=12)=[O:6].[NH2:1][C:2]1[C:12]([C:20]2[CH:21]=[CH:22][C:17]([CH2:16][OH:15])=[CH:18][CH:19]=2)=[CH:11][C:10]([C:12]2[CH:11]=[CH:10][C:4]([CH2:5][OH:6])=[CH:3][CH:2]=2)=[C:4]2[C:5]([NH:7][C:8](=[O:9])[C:3]=12)=[O:6] |f:4.5,^1:34,36,55,74|. Reactants: 30, Cl (hydrochloric acid), O=C1C(=COC2=C1C=CC=C2)C=O (4-oxo-4H-1-benzopyran-3-carboxaldehyde), Cl.NO (hydroxylamine hydrochloride). Run in C(C)O (ethyl alcohol). Product: O=C1C(=COC2=C1C=CC=C2)C#N (4-oxo-4H-1-benzopyran-3-carbonitrile). Reaction SMILES: [O:1]=[C:2]1[C:7]2[CH:8]=[CH:9][CH:10]=[CH:11][C:6]=2[O:5][CH:4]=[C:3]1[CH:12]=O.Cl.[NH2:15]O.Cl>C(O)C>[O:1]=[C:2]1[C:7]2[CH:8]=[CH:9][CH:10]=[CH:11][C:6]=2[O:5][CH:4]=[C:3]1[C:12]#[N:15] |f:1.2|. Procedure: 2.52 Parts of 4-oxo-4H-1-benzopyran-3-carboxaldehyde are admixed well with 2.10 parts of hydroxylamine hydrochloride, followed by the addition of 30 volume parts of 95 weight % ethyl alcohol and 0.5 volume part of concentrated hydrochloric acid. The whole mixture is refluxed for 6 hours and cooled. The resulting precipitate is recovered by filtration, treated with activated carbon and recrystallized from ethanol. This procedure yields 4-oxo-4H-1-benzopyran-3-carbonitrile as colorless crystals. M... The reactants are CC1(C)OCC(C)(C)C(C(=O)NCCC(=O)O)O1, CCCCCCCCC=CCCCCCCCC(=O)NCCCCCN. Product: CCCCCCCCC=CCCCCCCCC(=O)NCCCCCNC(=O)CCNC(=O)C1OC(C)(C)OCC1(C)C. RXN SMILES: [CH3:27][C:28]1([CH3:44])[O:29][CH2:30][C:31]([CH3:42])([CH3:43])[CH:32]([C:34](=[O:35])[NH:36][CH2:37][CH2:38][C:39](=[O:40])[OH:41])[O:33]1.[NH2:1][CH2:2][CH2:3][CH2:4][CH2:5][CH2:6][NH:7][C:8]([CH2:9][CH2:10][CH2:11][CH2:12][CH2:13][CH2:14][CH2:15][CH:16]=[CH:17][CH2:18][CH2:19][CH2:20][CH2:21][CH2:22][CH2:23][CH2:24][CH3:25])=[O:26]>>[NH:1]([CH2:2][CH2:3][CH2:4][CH2:5][CH2:6][NH:7][C:8]([CH2:9][CH2:10][CH2:11][CH2:12][CH2:13][CH2:14][CH2:15][CH:16]=[CH:17][CH2:18][CH2:19][CH2:20][CH2:21][CH2:22][CH2:23][CH2:24][CH3:25])=[O:26])[C:39]([CH2:38][CH2:37][NH:36][C:34]([CH:32]1[C:31]([CH3:42])([CH3:43])[CH2:30][O:29][C:28]([CH3:27])([CH3:44])[O:33]1)=[O:35])=[O:40]. Starting materials: OC(C[C@@]1(CCN(C(O1)=O)[C@@H](C)C1=CC=C(C=C1)B1OC(C(O1)(C)C)(C)C)C1=CC=CC=C1)(C)C ((S)-6-(2-hydroxy-2-methylpropyl)-6-phenyl-3-((S)-1-(4-(4,4,5,5-tetramethyl-1,3,2-dioxaborolan-2-yl)phenyl)ethyl)-1,3-oxazinan-2-one), 4-iodopyridin-2(1K), C(=O)([O-])[O-].[Cs+].[Cs+] (Cs2CO3), PdCl2(dppf)nCH2Cl2. Solvent: O1CCOCC1 (1,4-dioxane). Run at temperature 120 celsius. The product is OC(C[C@@]1(CCN(C(O1)=O)[C@@H](C)C1=CC=C(C=C1)C1=CC(NC=C1)=O)C1=CC=CC=C1)(C)C ((S)-6-(2-hydroxy-2-methylpropyl)-3-((S)-1-(4-(2-oxo-1,2-dihydropyridin-4-yl)phenyl)ethyl)-6-phenyl-1,3-oxazinan-2-one). Yield: 71.0%. As a reaction SMILES: OC(C)(C)[CH2:3][C@@:4]1([C:28]2[CH:33]=[CH:32][CH:31]=[CH:30][CH:29]=2)[O:9][C:8](=[O:10])[N:7]([C@H:11]([C:13]2[CH:18]=[CH:17][C:16](B3OC(C)(C)C(C)(C)O3)=[CH:15][CH:14]=2)[CH3:12])[CH2:6][CH2:5]1.[C:36]([O-:39])([O-])=O.[Cs+].[Cs+]>O1CCOCC1>[OH:9][C:4]([CH3:5])([CH3:3])[CH2:3][C@@:4]1([C:28]2[CH:33]=[CH:32][CH:31]=[CH:30][CH:29]=2)[O:9][C:8](=[O:10])[N:7]([C@H:11]([C:13]2[CH:18]=[CH:17][C:16]([C:14]3[CH:13]=[CH:11][NH:7][C:36](=[O:39])[CH:15]=3)=[CH:15][CH:14]=2)[CH3:12])[CH2:6][CH2:5]1 |f:1.2.3|. Procedure: To a solution of (S)-6-(2-hydroxy-2-methylpropyl)-6-phenyl-3-((S)-1-(4-(4,4,5,5-tetramethyl-1,3,2-dioxaborolan-2-yl)phenyl)ethyl)-1,3-oxazinan-2-one (2.646 g, 5.52 mmol) in 1,4-dioxane (60 mL) were added 4-iodopyridin-2(1K)-one (1.200 g, 5.43 mmol), 2 M Cs2CO3 (14.5 mL), and PdCl2(dppf)nCH2Cl2 (0.230 g, 0.28 mmol). The mixture was degassed and heated, under a nitrogen atmosphere, at 120° C. for 15 h. The mixture was diluted with CH2Cl2, dried over Na2SO4. After the solvents were evaporated, the ...